From a dataset of the Open Reaction Database (ORD), a public repository of structured organic reaction records. describe an organic reaction: reactants, conditions, products, and yield Reactants: stannous chloride dihydrate, C(C)(=O)OCC (Ethyl acetate), BrC1=C(C=C(C=C1)[N+](=O)[O-])N1N=C(N(C1=O)CC1=C(C=C(C=C1)C1=C(C=CC=C1)S(NC(C)(C)C)(=O)=O)F)CCCC (2-(2-bromo-5-nitrophenyl)-4-[[2'-(N-t-butylsulfamoyl)-3-fluorobiphenyl-4-yl]methyl]-5-n-butyl-2,4-dihydro-3H-1,2,4-triazol-3-one), [OH-].[Na+] (NaOH). Run in Cl (hydrochloric acid), C1CCOC1 (THF). Conditions: temperature 0 celsius, time 45 minute. Product: NC=1C=CC(=C(C1)N1N=C(N(C1=O)CC1=C(C=C(C=C1)C1=C(C=CC=C1)S(NC(C)(C)C)(=O)=O)F)CCCC)Br (2-(5-Amino-2-bromophenyl)-4-[[2'-(N-t-butylsulfamoyl)-3-fluorobiphenyl-4-yl]methyl]-5-n-butyl-2,4-dihydro-3H-1,2,4-triazol-3-one). Isolated yield 68.6%. As a reaction SMILES: [Br:1][C:2]1[CH:7]=[CH:6][C:5]([N+:8]([O-])=O)=[CH:4][C:3]=1[N:11]1[C:15](=[O:16])[N:14]([CH2:17][C:18]2[CH:23]=[CH:22][C:21]([C:24]3[CH:29]=[CH:28][CH:27]=[CH:26][C:25]=3[S:30](=[O:37])(=[O:36])[NH:31][C:32]([CH3:35])([CH3:34])[CH3:33])=[CH:20][C:19]=2[F:38])[C:13]([CH2:39][CH2:40][CH2:41][CH3:42])=[N:12]1.[OH-].[Na+].C(OCC)(=O)C>C1COCC1.Cl>[NH2:8][C:5]1[CH:6]=[CH:7][C:2]([Br:1])=[C:3]([N:11]2[C:15](=[O:16])[N:14]([CH2:17][C:18]3[CH:23]=[CH:22][C:21]([C:24]4[CH:29]=[CH:28][CH:27]=[CH:26][C:25]=4[S:30](=[O:37])(=[O:36])[NH:31][C:32]([CH3:33])([CH3:34])[CH3:35])=[CH:20][C:19]=3[F:38])[C:13]([CH2:39][CH2:40][CH2:41][CH3:42])=[N:12]2)[CH:4]=1 |f:1.2|. Procedure: A stirred solution of 200 mg (0.303 mmol) of 2-(2-bromo-5-nitrophenyl)-4-[[2'-(N-t-butylsulfamoyl)-3-fluorobiphenyl-4-yl]methyl]-5-n-butyl-2,4-dihydro-3H-1,2,4-triazol-3-one (from Step C) in 3.5 mL of THF was cooled to 0° C. and treated dropwise with a solution of 542 mg (2.4 mmol) of stannous chloride dihydrate in 1.5 mL of concentrated hydrochloric acid. After 45 minutes, the mixture was added to a vigorously stirred mixture of 50% NaOH and ice. Ethyl acetate (15 mL) was added, and the mixture...